Dataset: the Open Reaction Database (ORD), a public repository of structured organic reaction records. Task: describe an organic reaction: reactants, conditions, products, and yield Starting materials: CN(C)C=C[N+](=O)[O-], CCc1cc2cc(Cl)ccc2[nH]1, O, O=C(O)C(F)(F)F. Yields the product CCc1[nH]c2ccc(Cl)cc2c1C=C[N+](=O)[O-]. As a reaction SMILES: [CH3:13][N:14]([CH:15]=[CH:16][N+:17](=[O:18])[O-:19])[CH3:20].[Cl:1][c:2]1[cH:3][c:4]2[cH:5][c:6]([CH2:11][CH3:12])[nH:7][c:8]2[cH:9][cH:10]1.[OH2:21].[OH:22][C:23]([C:24]([F:25])([F:26])[F:27])=[O:28]>>[Cl:1][c:2]1[cH:3][c:4]2[c:5]([CH:15]=[CH:16][N+:17](=[O:18])[O-:19])[c:6]([CH2:11][CH3:12])[nH:7][c:8]2[cH:9][cH:10]1.